Dataset: the Open Reaction Database (ORD), a public repository of structured organic reaction records. Task: describe an organic reaction: reactants, conditions, products, and yield Yields the product COC(=O)c1cc(NC(=O)c2ccc(CN3CCN(C)CC3)cc2)ccc1C. Reactants: O=C([O-])[O-], COC(=O)c1cc(NC(=O)c2ccc(CCl)cc2)ccc1C, CN1CCNCC1, CC(C)=O, [I-], [K+], [K+], [K+]. RXN SMILES: [C:23](=[O:24])([O-:25])[O-:26].[CH3:1][O:2][C:3]([c:4]1[c:5]([CH3:21])[cH:6][cH:7][c:8]([NH:10][C:11]([c:12]2[cH:13][cH:14][c:15]([CH2:18][Cl:19])[cH:16][cH:17]2)=[O:20])[cH:9]1)=[O:22].[CH3:29][N:30]1[CH2:31][CH2:32][NH:33][CH2:34][CH2:35]1.[CH3:38][C:39](=[O:40])[CH3:41].[I-:37].[K+:27].[K+:28].[K+:36]>>[CH3:1][O:2][C:3]([c:4]1[c:5]([CH3:21])[cH:6][cH:7][c:8]([NH:10][C:11]([c:12]2[cH:13][cH:14][c:15]([CH2:18][N:33]3[CH2:32][CH2:31][N:30]([CH3:29])[CH2:35][CH2:34]3)[cH:16][cH:17]2)=[O:20])[cH:9]1)=[O:22]. The reactants are C1(=CC=CC=C1)SC (Thioanisole), C(C1=CC=CC=C1)OC1=C(C(=O)NC2=C(C(=O)OC)C=CC(=C2)C2=CC=CC=C2)C=C(C=C1)OCCN1CCSCC1 (methyl 2-(2-(benzyloxy)-5-(2-(thiomorpholin-4-yl)ethoxy)benzamido)-4-phenylbenzoate). Run in FC(C(=O)O)(F)F (trifluoroacetic acid). Reaction conditions: time 18 hour. Yields the product OC1=C(C(=O)NC2=C(C(=O)OC)C=CC(=C2)C2=CC=CC=C2)C=C(C=C1)OCCN1CCSCC1 (methyl 2-(2-hydroxy-5-(2-(thiomorpholin-4-yl)ethoxy)benzamido)-4-phenylbenzoate). Isolated yield 79.8%. As a reaction SMILES: C1(SC)C=CC=CC=1.C([O:16][C:17]1[CH:41]=[CH:40][C:39]([O:42][CH2:43][CH2:44][N:45]2[CH2:50][CH2:49][S:48][CH2:47][CH2:46]2)=[CH:38][C:18]=1[C:19]([NH:21][C:22]1[CH:31]=[C:30]([C:32]2[CH:37]=[CH:36][CH:35]=[CH:34][CH:33]=2)[CH:29]=[CH:28][C:23]=1[C:24]([O:26][CH3:27])=[O:25])=[O:20])C1C=CC=CC=1>FC(F)(F)C(O)=O>[OH:16][C:17]1[CH:41]=[CH:40][C:39]([O:42][CH2:43][CH2:44][N:45]2[CH2:46][CH2:47][S:48][CH2:49][CH2:50]2)=[CH:38][C:18]=1[C:19]([NH:21][C:22]1[CH:31]=[C:30]([C:32]2[CH:33]=[CH:34][CH:35]=[CH:36][CH:37]=2)[CH:29]=[CH:28][C:23]=1[C:24]([O:26][CH3:27])=[O:25])=[O:20]. Procedure: Thioanisole (3.2 mL) and trifluoroacetic acid (10 mL) were added to the obtained methyl 2-(2-(benzyloxy)-5-(2-(thiomorpholin-4-yl)ethoxy)benzamido)-4-phenylbenzoate (0.80 g), followed by stirring at room temperature for 18 hours. The solvent was evaporated under reduced pressure, and a saturated aqueous solution of sodium bicarbonate and chloroform were added to the residue. The organic layer was separated, washed with a saturated aqueous solution of sodium chloride, and dried over anhydrous mag... Starting materials: C[O-].[Na+] (sodium methoxide), ClC1=NC2=CC(=CN=C2C(=C1)Cl)C1=NC=CC=C1C(F)(F)F (2,4-dichloro-7-[3-(trifluoromethyl)pyrdin-2yl]-1,5-naphthyridine), O (water). Run in C1CCOC1 (THF). Reaction conditions: time 1 hour. Yields the product ClC1=CC(=NC2=CC(=CN=C12)C1=NC=CC=C1C(F)(F)F)OC (4-Chloro-2-methoxy-7-[3-(trifluoromethyl)pyridin-2-yl]-[1,5]naphthyridine). As a reaction SMILES: [CH3:1][O-:2].[Na+].Cl[C:5]1[CH:14]=[C:13]([Cl:15])[C:12]2[C:7](=[CH:8][C:9]([C:16]3[C:21]([C:22]([F:25])([F:24])[F:23])=[CH:20][CH:19]=[CH:18][N:17]=3)=[CH:10][N:11]=2)[N:6]=1.O>C1COCC1>[Cl:15][C:13]1[C:12]2[C:7](=[CH:8][C:9]([C:16]3[C:21]([C:22]([F:25])([F:24])[F:23])=[CH:20][CH:19]=[CH:18][N:17]=3)=[CH:10][N:11]=2)[N:6]=[C:5]([O:2][CH3:1])[CH:14]=1 |f:0.1|. Reported procedure: Add sodium methoxide (4M, 0.45 mL, 1.8 mmol) to a solution of 2,4-dichloro-7-[3-(trifluoromethyl)pyrdin-2yl]-1,5-naphthyridine (575 mg, 1.6 mmol) in THF (10 mL). Stir at room temperature for 1 hour, add water (15 mL) and extract with ethyl acetate. Wash the combined organic extracts with brine, dry (MgSO4) and evaporate. Purify the residue by flash chromatography (elute with 1:2 hexane:ether) to give the title compound. The reactants are CC#N, COc1cc(C)cc(-c2ccc(C(=O)O)c3nccnc23)c1C, O=S(=O)(Cl)Cl. Yields the product COc1cc(C)c(Cl)c(-c2ccc(C(=O)O)c3nccnc23)c1C. As a reaction SMILES: [CH3:29][C:30]#[N:31].[CH3:6][O:7][c:8]1[c:9]([CH3:28])[c:10](-[c:15]2[cH:16][cH:17][c:18]([C:25](=[O:26])[OH:27])[c:19]3[n:20][cH:21][cH:22][n:23][c:24]23)[cH:11][c:12]([CH3:14])[cH:13]1.[S:1]([Cl:2])(=[O:3])([Cl:4])=[O:5]>>[Cl:4][c:11]1[c:10](-[c:15]2[cH:16][cH:17][c:18]([C:25](=[O:26])[OH:27])[c:19]3[n:20][cH:21][cH:22][n:23][c:24]23)[c:9]([CH3:28])[c:8]([O:7][CH3:6])[cH:13][c:12]1[CH3:14]. Starting materials: CN1C2=C(C=3C=C(C=CC13)O)CCC2=NCC2=CC=CC=C2 (4-methyl-3-phenylmethylimino-1,2,3,4-tetrahydrocyclopent[b]indol-7-ol), C(C)(C)O (isopropanol), CO (methanol), [BH4-].[Na+] (sodium borohydride). Procedure: To a stirred solution prepared from 4-methyl-3-phenylmethylimino-1,2,3,4-tetrahydrocyclopent[b]indol-7-ol (16.0 g), isopropanol (200 ml) and methanol (50 ml) was added sodium borohydride (4.8 g) and the mixture was stirred under nitrogen at ambient temperature for 3 hours. The mixture was cooled to 0° C., water was slowly added and the mixture was stirred 0.5 hour. The mixture was extracted with CH2Cl2 (2×200 ml), and the CH2Cl2 extracts were dried (Na2SO4), Concentrated and chromatographed on s... Run at time 3 hour. Solvent: O (water). Yields the product CN1C2=C(C=3C=C(C=CC13)O)CCC2NCC2=CC=CC=C2 (4-methyl-3-(phenylmethylamino)-1,2,3,4-tetrahydrocyclopent[b]indol-7-ol). Yield: 26.4%. As a reaction SMILES: [CH3:1][N:2]1[C:10]2[CH:9]=[CH:8][C:7]([OH:11])=[CH:6][C:5]=2[C:4]2[CH2:12][CH2:13][C:14](=[N:15][CH2:16][C:17]3[CH:22]=[CH:21][CH:20]=[CH:19][CH:18]=3)[C:3]1=2.C(O)(C)C.CO.[BH4-].[Na+]>O>[CH3:1][N:2]1[C:10]2[CH:9]=[CH:8][C:7]([OH:11])=[CH:6][C:5]=2[C:4]2[CH2:12][CH2:13][CH:14]([NH:15][CH2:16][C:17]3[CH:22]=[CH:21][CH:20]=[CH:19][CH:18]=3)[C:3]1=2 |f:3.4|. Reactants: C1CC=CC2=CC=CC=C12 (1,2-dihydronaphthalene), C[N+]1(CCOCC1)[O-] (NMMO), CC(=O)C (acetone). The reagents and catalysts are O=[Os](=O)(=O)=O (OsO4). Solvent: O (water). Yields the product [C@@H]1([C@H](CCC2=CC=CC=C12)O)O (cis-1,2,3,4-tetrahydro-1,2-napthalenediol). As a reaction SMILES: [CH2:1]1C2[C:5](=[CH:6][CH:7]=[CH:8]C=2)[CH:4]=[CH:3][CH2:2]1.C[N+]1([O-])[CH2:17][CH2:16][O:15]CC1.CC(C)=[O:21]>O=[Os](=O)(=O)=O.O>[C@@H:16]1([OH:15])[C:17]2[C:4](=[CH:5][CH:6]=[CH:7][CH:8]=2)[CH2:3][CH2:2][C@@H:1]1[OH:21]. Procedure details: Alternatively, 1,2-dihydronaphthalene (V) is treated with OsO4 and NMMO in a suitable solvent, such as a mixture of acetone and water, at -60° to +20° C., preferably at about 0° C., for 10 to 48 hours, preferably about 26 hours, to give cis-1,2,3,4-tetrahydro-1,2-napthalenediol. The treatment with OsO4 and NMMO can optionally be carried out in the presence of hydroquinine 4-chlorobenzoate, as described in Sharpless, et al, J. Org. Chem., 57, 2768-2771 (1992), in which case predominantly one enan... Starting materials: C(C)(=O)NC(C(=O)OC)C1=CC(=CC=C1)OCC=C (methyl α-(acetylamino)-3-(2-propenoxy)benzeneacetate), C1=CC(=CC=C1Cl)Cl (p-dichlorobenzene). Conditions: temperature 350 celsius. Yields the product C(C)(=O)NC(C(=O)OC)C1=CC(=C(C=C1)CC=C)O (methyl α-(acetylamino)-3-hydroxy-4-(2-propenyl)benzeneacetate). As a reaction SMILES: [C:1]([NH:4][CH:5]([C:10]1[CH:15]=[CH:14][CH:13]=[C:12]([O:16]CC=C)[CH:11]=1)[C:6]([O:8][CH3:9])=[O:7])(=[O:3])[CH3:2].[CH:20]1[C:25](Cl)=CC=C(Cl)[CH:21]=1>>[C:1]([NH:4][CH:5]([C:10]1[CH:15]=[CH:14][C:13]([CH2:25][CH:20]=[CH2:21])=[C:12]([OH:16])[CH:11]=1)[C:6]([O:8][CH3:9])=[O:7])(=[O:3])[CH3:2]. Reported procedure: A solution of methyl α-(acetylamino)-3-(2-propenoxy)benzeneacetate from Preparation 5 above (8.0 g, 32 mmol) in 15 g of p-dichlorobenzene is heated at 350° C. for 16 hours in a sealed tube. The reaction mixture is cooled and the contents of the tube are purified by silica gel chromatography, eluting with CHCl3 to remove the p-dichlorobenzene and then with 5% MeOH-CHCl2 to remove the rearrangement products (methyl α-(acetylamino)-3-hydroxy-2-(2-propenyl) benzeneacetate, methyl α-(acetylamino)-3-h...